Dataset: the Open Reaction Database (ORD), a public repository of structured organic reaction records. Task: describe an organic reaction: reactants, conditions, products, and yield Reaction SMILES: [Br:1][C:2]1[CH:3]=[CH:4][C:5]2[N:6]3[CH:18]=[C:17]([CH2:19][C:20]4[CH:21]=[N:22][CH:23]=[CH:24][CH:25]=4)[C:16](=[O:26])[C:8]4[CH:9]=[C:10]([OH:15])[CH:11]=[C:12]([C:13]=2[CH:14]=1)[C:7]3=4.C(=O)([O-])[O-].[K+].[K+].Cl.[N:34]1[CH:39]=[CH:38][CH:37]=[C:36]([CH2:40]Cl)[CH:35]=1>CS(C)=O>[Br:1][C:2]1[CH:3]=[CH:4][C:5]2[N:6]3[CH:18]=[C:17]([CH2:19][C:20]4[CH:21]=[N:22][CH:23]=[CH:24][CH:25]=4)[C:16](=[O:26])[C:8]4[CH:9]=[C:10]([O:15][CH2:40][C:36]5[CH:35]=[N:34][CH:39]=[CH:38][CH:37]=5)[CH:11]=[C:12]([C:13]=2[CH:14]=1)[C:7]3=4 |f:1.2.3,4.5|. The reactants are BrC=1C=CC=2N3C4=C(C=C(C=C4C2C1)O)C(C(=C3)CC=3C=NC=CC3)=O (10-bromo-2-hydroxy-5-(3-pyridylmethyl)-4H-pyrido[3,2,1-jk]carbazole-4-one), ice water, C([O-])([O-])=O.[K+].[K+] (potassium carbonate), Cl.N1=CC(=CC=C1)CCl (3-picolylchloride hydrochloride). Yield: 60.7%. Reaction conditions: time 30 minute. Yields the product BrC=1C=CC=2N3C4=C(C=C(C=C4C2C1)OCC=1C=NC=CC1)C(C(=C3)CC=3C=NC=CC3)=O (10-bromo-5-(3-pyridylmethyl)-2-(3-pyridylmethyloxy)-4H-pyrido[3,2,1-jk]carbazole-4-one). Run in CS(=O)C (dimethyl sulfoxide). Reported procedure: 10-bromo-2-hydroxy-5-(3-pyridylmethyl)-4H-pyrido[3,2,1-jk]carbazole-4-one (3.9 g) obtained in Example 2 was suspended in dimethyl sulfoxide (230 ml), and to the suspension was added potassium carbonate (4.0 g), and the mixture was stirred at room temperature for 30 minutes. 3-picolylchloride hydrochloride (1.9 g) was added and the mixture was stirred at room temperature for 12 hours. The reaction mixture was poured into ice water (500 ml), and the precipitated crystals were recovered by filtrati...